Dataset: the Open Reaction Database (ORD), a public repository of structured organic reaction records. Task: describe an organic reaction: reactants, conditions, products, and yield Reactants: Cl, Cl, Cl, [N-]=[N+]=Nc1ccc(S(=O)(=O)NCCSSCCN)cc1, NCCSSCCN, [Na+], O=C1CCC(=O)O1, [OH-], O. Product: [N-]=[N+]=Nc1ccc(S(=O)(=O)NCCSSCCNC(=O)CCC(=O)O)cc1. Reaction SMILES: [ClH:1].[ClH:2].[ClH:40].[N:13](=[N+:14]=[N-:15])[c:16]1[cH:17][cH:18][c:19]([S:22](=[O:23])(=[O:24])[NH:25][CH2:26][CH2:27][S:28][S:29][CH2:30][CH2:31][NH2:32])[cH:20][cH:21]1.[NH2:3][CH2:4][CH2:5][S:6][S:7][CH2:8][CH2:9][NH2:10].[Na+:12].[O:33]=[C:34]1[CH2:35][CH2:36][C:37](=[O:38])[O:39]1.[OH-:11].[OH2:41]>>[N:13](=[N+:14]=[N-:15])[c:16]1[cH:17][cH:18][c:19]([S:22](=[O:23])(=[O:24])[NH:25][CH2:26][CH2:27][S:28][S:29][CH2:30][CH2:31][NH:32][C:37]([CH2:36][CH2:35][C:34](=[O:33])[OH:39])=[O:38])[cH:20][cH:21]1. The reactants are Cl.Cl.NC1=CC(=C(C(=O)NCC2CCNCC2)C=C1Cl)OC (4-Amino-5-chloro-2-methoxy-N-(piperidin-4-ylmethyl)benzamide dihydrochloride), C([O-])([O-])=O.[K+].[K+] (potassium carbonate), BrCCCCCC(=O)C1=CN(C2=CC=CC=C12)C (6-bromo-1-(1-methyl-1 H-indol-3-yl)-1-hexanone). Product: NC1=CC(=C(C(=O)NCC2CCN(CC2)CCCCCC(=O)C2=CN(C3=CC=CC=C23)C)C=C1Cl)OC (4-amino-5-chloro-2-methoxy-N-((1-(6-(1-methyl-1 H-indol-3-yl)-6-oxohexyl)piperidin-4-yl)methyl)benzamide). Yield: 41.8%. As a reaction SMILES: Cl.Cl.[NH2:3][C:4]1[C:19]([Cl:20])=[CH:18][C:7]([C:8]([NH:10][CH2:11][CH:12]2[CH2:17][CH2:16][NH:15][CH2:14][CH2:13]2)=[O:9])=[C:6]([O:21][CH3:22])[CH:5]=1.C(=O)([O-])[O-].[K+].[K+].Br[CH2:30][CH2:31][CH2:32][CH2:33][CH2:34][C:35]([C:37]1[C:45]2[C:40](=[CH:41][CH:42]=[CH:43][CH:44]=2)[N:39]([CH3:46])[CH:38]=1)=[O:36]>>[NH2:3][C:4]1[C:19]([Cl:20])=[CH:18][C:7]([C:8]([NH:10][CH2:11][CH:12]2[CH2:13][CH2:14][N:15]([CH2:30][CH2:31][CH2:32][CH2:33][CH2:34][C:35]([C:37]3[C:45]4[C:40](=[CH:41][CH:42]=[CH:43][CH:44]=4)[N:39]([CH3:46])[CH:38]=3)=[O:36])[CH2:16][CH2:17]2)=[O:9])=[C:6]([O:21][CH3:22])[CH:5]=1 |f:0.1.2,3.4.5|. Procedure details: 4-Amino-5-chloro-2-methoxy-N-(piperidin-4-ylmethyl)benzamide dihydrochloride (1.2 g) as starting compound, potassium carbonate (1.8 g) and 6-bromo-1-(1-methyl-1 H-indol-3-yl)-1-hexanone (1.0 g) were reacted and treated in the same manner as in Example 172 to give 0.71 g of 4-amino-5-chloro-2-methoxy-N-((1-(6-(1-methyl-1 H-indol-3-yl)-6-oxohexyl)piperidin-4-yl)methyl)benzamide. The reactants are OC(CCCl)c1cccs1, N#Cc1ccc(Cl)cc1O. Yields the product N#Cc1ccc(Cl)cc1OC(CCCl)c1cccs1. Reaction SMILES: [Cl:11][CH2:12][CH2:13][CH:14]([OH:15])[c:16]1[s:17][cH:18][cH:19][cH:20]1.[Cl:1][c:2]1[cH:3][c:4]([OH:10])[c:5]([C:6]#[N:7])[cH:8][cH:9]1>>[Cl:1][c:2]1[cH:3][c:4]([O:10][CH:14]([CH2:13][CH2:12][Cl:11])[c:16]2[s:17][cH:18][cH:19][cH:20]2)[c:5]([C:6]#[N:7])[cH:8][cH:9]1. The reactants are COc1cc(C(=O)O)cc(OC)c1OC, Cc1ccc(N)c(C)c1. The reagents and catalysts are C1=CC=C(C=C1)P(=O)(C2=CC=CC=C2)OC3=C(C(=C(C(=C3F)F)F)F)F (FDPP), CCN(C(C)C)C(C)C (DIPEA). Run in CN(C)C=O (DMF), CN(C)C=O (DMF), CN(C)C=O (DMF), CN(C)C=O (DMF), CN(C)C=O (DMF), CN(C)C=O (DMF). Reaction conditions: temperature 25 celsius, time 2 hour. Yields the product COc1cc(C(=O)Nc2ccc(C)cc2C)cc(OC)c1OC. Isolated yield 22.9%. Reaction SMILES: Cc1ccc(N)c(C)c1.COc1cc(C(=O)O)cc(OC)c1OC.C1=CC=C(C=C1)P(=O)(C2=CC=CC=C2)OC3=C(C(=C(C(=C3F)F)F)F)F.CCN(C(C)C)C(C)C.CN(C)C=O>>COc1cc(C(=O)Nc2ccc(C)cc2C)cc(OC)c1OC. Product: Cc1cc(Nc2ncc(F)c(C3CC3)n2)cc(-c2cnc(C(O)(CO)C(F)(F)F)s2)c1. Reactants: CC(C)C[AlH]CC(C)C, CCOC(=O)C(O)(c1ncc(-c2cc(C)cc(Nc3ncc(F)c(C4CC4)n3)c2)s1)C(F)(F)F, C1CCOC1. RXN SMILES: [CH3:35][CH:36]([CH2:37][AlH:38][CH2:39][CH:40]([CH3:41])[CH3:42])[CH3:43].[CH:1]1([c:4]2[n:5][c:6]([NH:11][c:12]3[cH:13][c:14](-[c:19]4[cH:20][n:21][c:22]([C:24]([C:25](=[O:26])[O:27][CH2:28][CH3:29])([C:30]([F:31])([F:32])[F:33])[OH:34])[s:23]4)[cH:15][c:16]([CH3:18])[cH:17]3)[n:7][cH:8][c:9]2[F:10])[CH2:2][CH2:3]1.[O:44]1[CH2:45][CH2:46][CH2:47][CH2:48]1>>[CH:1]1([c:4]2[n:5][c:6]([NH:11][c:12]3[cH:13][c:14](-[c:19]4[cH:20][n:21][c:22]([C:24]([CH2:25][OH:26])([C:30]([F:31])([F:32])[F:33])[OH:34])[s:23]4)[cH:15][c:16]([CH3:18])[cH:17]3)[n:7][cH:8][c:9]2[F:10])[CH2:2][CH2:3]1. Starting materials: C1(=CC=CC=C1)S(=O)(=O)C=1C=NC2=C(C=CC=C2C1)C1CN(C1)C(=O)OC(C)(C)C (tert-butyl 3-(3-(phenylsulfonyl)quinolin-8-yl)azetidine-1-carboxylate), Cl (hydrochloric acid). Run in C(Cl)Cl (CH2Cl2). Reaction conditions: time 16 hour. Product: Cl.N1CC(C1)C=1C=CC=C2C=C(C=NC12)S(=O)(=O)C1=CC=CC=C1 (8-(Azetidin-3-yl)-3-(phenylsulfonyl)quinoline hydrochloride). The yield is 98.0%. As a reaction SMILES: [C:1]1([S:7]([C:10]2[CH:11]=[N:12][C:13]3[C:18]([CH:19]=2)=[CH:17][CH:16]=[CH:15][C:14]=3[CH:20]2[CH2:23][N:22](C(OC(C)(C)C)=O)[CH2:21]2)(=[O:9])=[O:8])[CH:6]=[CH:5][CH:4]=[CH:3][CH:2]=1.[ClH:31]>C(Cl)Cl>[ClH:31].[NH:22]1[CH2:23][CH:20]([C:14]2[CH:15]=[CH:16][CH:17]=[C:18]3[C:13]=2[N:12]=[CH:11][C:10]([S:7]([C:1]2[CH:2]=[CH:3][CH:4]=[CH:5][CH:6]=2)(=[O:9])=[O:8])=[CH:19]3)[CH2:21]1 |f:3.4|. Procedure details: A solution of tert-butyl 3-(3-(phenylsulfonyl)quinolin-8-yl)azetidine-1-carboxylate (54 mg, 0.13 mmol) in CH2Cl2 (3 ml) was treated with hydrochloric acid (1M in ether, 0.3 ml) at 0° C. and then stirred at room temperature for 16 h. After concentration, the product was washed with EtOAc and dried in vacuo to give the title compound (45 mg, 98%) as a white solid. Starting materials: C(C)(C)NC(C)C (Diisopropylamine), C(C)=O (acetaldehyde), FC1=NC(=CC=C1)F (2,6-difluoropyridine), C(CCC)[Li] (n-butyl lithium), Cl (hydrochloric acid). The solvent is O1CCCC1 (tetrahydrofuran), CCCCCC (hexane), O1CCCC1 (tetrahydrofuran), C1(=CC=CC=C1)C (toluene), C(C)(=O)OCC (ethyl acetate). Conditions: time 30 minute. The product is FC1=NC(=CC=C1C(C)O)F (1-(2,6-difluoropyridin-3-yl)ethanol). RXN SMILES: C(NC(C)C)(C)C.C([Li])CCC.[F:13][C:14]1[CH:19]=[CH:18][CH:17]=[C:16]([F:20])[N:15]=1.[CH:21](=[O:23])[CH3:22].Cl>CCCCCC.O1CCCC1.C1(C)C=CC=CC=1.C(OCC)(=O)C>[F:13][C:14]1[C:19]([CH:21]([OH:23])[CH3:22])=[CH:18][CH:17]=[C:16]([F:20])[N:15]=1. Procedure: Diisopropylamine (134 mL) was added dropwise to a mixed solution composed of a solution of n-butyl lithium in hexane (2.62 M, 368 mL) and tetrahydrofuran (800 mL) in a nitrogen atmosphere at −60° C. or less. The reaction solution was stirred for 30 minutes, and then a solution of 2,6-difluoropyridine (100 g) in tetrahydrofuran (100 mL) was added dropwise to the reaction solution at −60° C. or less. The reaction solution was stirred for one hour, and then acetaldehyde (97.6 mL) was added dropwise... Starting materials: CCOC(=O)CC#N, CCO, NCCc1ccc(Cl)cc1. Product: N#CCC(=O)NCCc1ccc(Cl)cc1. RXN SMILES: [C:1](#[N:2])[CH2:3][C:4]([O:6][CH2:5][CH3:7])=[O:8].[CH3:19][CH2:20][OH:21].[Cl:9][c:10]1[cH:11][cH:12][c:13]([CH2:14][CH2:15][NH2:16])[cH:17][cH:18]1>>[C:1](#[N:2])[CH2:3][C:4](=[O:6])[NH:16][CH2:15][CH2:14][c:13]1[cH:12][cH:11][c:10]([Cl:9])[cH:18][cH:17]1. The reactants are ClC1=CC=CC2=C1C(N(CC=1N2C=NC1I)C)=O (7-chloro-4,5-dihydro-3-iodo-5-methyl-6H-imidazo[1,5-a][1,4]benzodiazepin-6-one), CC(C)(C#C)O (2-methyl-3-butyn-2-ol). The reagents and catalysts are Cl[Pd]([P](C1=CC=CC=C1)(C2=CC=CC=C2)C3=CC=CC=C3)([P](C4=CC=CC=C4)(C5=CC=CC=C5)C6=CC=CC=C6)Cl (bis-(triphenyl -phosphine)-palladium(II) dichloride), [Cu]I (copper(I) iodide). The solvent is C(C)NCC (diethylamine). Reaction conditions: time 60 hour. Product: ClC1=CC=CC2=C1C(N(CC=1N2C=NC1C#CC(C)(C)O)C)=O (7-chloro-4,5-dihydro-3-(3-hydroxy-3-methyl-1-butynyl)-5-methyl-6H-imidazo[1,5-a][1,4]benzodiazepin-6-one). RXN SMILES: [Cl:1][C:2]1[C:7]2[C:8](=[O:18])[N:9]([CH3:17])[CH2:10][C:11]3[N:12]([CH:13]=[N:14][C:15]=3I)[C:6]=2[CH:5]=[CH:4][CH:3]=1.[CH3:19][C:20]([OH:24])([C:22]#[CH:23])[CH3:21]>Cl[Pd](Cl)([P](C1C=CC=CC=1)(C1C=CC=CC=1)C1C=CC=CC=1)[P](C1C=CC=CC=1)(C1C=CC=CC=1)C1C=CC=CC=1.[Cu]I.C(NCC)C>[Cl:1][C:2]1[C:7]2[C:8](=[O:18])[N:9]([CH3:17])[CH2:10][C:11]3[N:12]([CH:13]=[N:14][C:15]=3[C:23]#[C:22][C:20]([OH:24])([CH3:21])[CH3:19])[C:6]=2[CH:5]=[CH:4][CH:3]=1 |^1:27,46|. Procedure details: 3.73 g (10 mmol) of 7-chloro-4,5-dihydro-3-iodo-5-methyl-6H-imidazo[1,5-a][1,4]benzodiazepin-6-one were mixed with 1.10 g (12 mmol) of 2-methyl-3-butyn-2-ol and 20 ml of diethylamine. Then, 70 mg of bis-(triphenyl -phosphine)-palladium(II) dichloride and 10 mg of copper(I) iodide were added thereto and the mixture was stirred at room temperature for 60 hours. The reaction mixture was evaporated and the residue was dissolved in methylene chloride. The solution was washed twice with water, dried o...